From a dataset of the Open Reaction Database (ORD), a public repository of structured organic reaction records. describe an organic reaction: reactants, conditions, products, and yield Starting materials: BrCc1ccccc1, O=C([O-])[O-], [K+], [K+], CN(C)C=O, COC(=O)c1cc(O)c(C)c(O)c1. Yields the product COC(=O)c1cc(O)c(C)c(OCc2ccccc2)c1. As a reaction SMILES: [Br:20][CH2:21][c:22]1[cH:23][cH:24][cH:25][cH:26][cH:27]1.[C:14](=[O:15])([O-:16])[O-:17].[K+:18].[K+:19].[O:28]=[CH:29][N:30]([CH3:31])[CH3:32].[OH:1][c:2]1[cH:3][c:4]([C:5](=[O:6])[O:7][CH3:8])[cH:9][c:10]([OH:13])[c:11]1[CH3:12]>>[O:1]([c:2]1[cH:3][c:4]([C:5](=[O:6])[O:7][CH3:8])[cH:9][c:10]([OH:13])[c:11]1[CH3:12])[CH2:21][c:22]1[cH:23][cH:24][cH:25][cH:26][cH:27]1. Reactants: ClCCl, O=C=Nc1ccc(F)cc1, Cc1cc(Cl)nc2c1c(=O)cc(Nc1ccccc1)n2-c1ccccc1. Product: Cc1cc(Cl)nc2c1c(=O)cc(N(C(=O)Nc1ccc(F)cc1)c1ccccc1)n2-c1ccccc1. RXN SMILES: [Cl:37][CH2:38][Cl:39].[F:1][c:2]1[cH:3][cH:4][c:5]([N:8]=[C:9]=[O:10])[cH:6][cH:7]1.[NH:11]([c:12]1[cH:13][cH:14][cH:15][cH:16][cH:17]1)[c:18]1[n:19](-[c:31]2[cH:32][cH:33][cH:34][cH:35][cH:36]2)[c:20]2[n:21][c:22]([Cl:30])[cH:23][c:24]([CH3:29])[c:25]2[c:26](=[O:28])[cH:27]1>>[F:1][c:2]1[cH:3][cH:4][c:5]([NH:8][C:9](=[O:10])[N:11]([c:12]2[cH:13][cH:14][cH:15][cH:16][cH:17]2)[c:18]2[n:19](-[c:31]3[cH:32][cH:33][cH:34][cH:35][cH:36]3)[c:20]3[n:21][c:22]([Cl:30])[cH:23][c:24]([CH3:29])[c:25]3[c:26](=[O:28])[cH:27]2)[cH:6][cH:7]1. Starting materials: Cn1cc(B2OC(C)(C)C(C)(C)O2)cn1, CC(Oc1c(N)ncc2c(-c3cnn(C4CCNCC4)c3)coc12)c1nnc2ccc(Cl)nn12, [K+], [K+], O=C([O-])[O-], C1COCCO1, O, c1ccc(P(c2ccccc2)(c2ccccc2)[Pd](P(c2ccccc2)(c2ccccc2)c2ccccc2)(P(c2ccccc2)(c2ccccc2)c2ccccc2)P(c2ccccc2)(c2ccccc2)c2ccccc2)cc1. The product is CC(Oc1c(N)ncc2c(-c3cnn(C4CCNCC4)c3)coc12)c1nnc2ccc(-c3cnn(C)c3)nn12. As a reaction SMILES: [CH3:35][n:36]1[n:37][cH:38][c:39]([B:41]2[O:42][C:43]([CH3:44])([CH3:45])[C:46]([CH3:47])([CH3:48])[O:49]2)[cH:40]1.[Cl:1][c:2]1[cH:3][cH:4][c:5]2[n:6]([n:7]1)[c:8]([CH:11]([CH3:12])[O:13][c:14]1[c:15]3[c:16]([cH:17][n:18][c:19]1[NH2:20])[c:21](-[c:24]1[cH:25][n:26][n:27]([CH:29]4[CH2:30][CH2:31][NH:32][CH2:33][CH2:34]4)[cH:28]1)[cH:22][o:23]3)[n:9][n:10]2.[K+:50].[K+:51].[O-:52][C:53]([O-:54])=[O:55].[O:56]1[CH2:57][CH2:58][O:59][CH2:60][CH2:61]1.[OH2:139].[cH:62]1[cH:63][cH:64][c:65]([P:66]([Pd:67]([P:68]([c:69]2[cH:70][cH:71][cH:72][cH:73][cH:74]2)([c:75]2[cH:76][cH:77][cH:78][cH:79][cH:80]2)[c:81]2[cH:82][cH:83][cH:84][cH:85][cH:86]2)([P:87]([c:88]2[cH:89][cH:90][cH:91][cH:92][cH:93]2)([c:94]2[cH:95][cH:96][cH:97][cH:98][cH:99]2)[c:100]2[cH:101][cH:102][cH:103][cH:104][cH:105]2)[P:106]([c:107]2[cH:108][cH:109][cH:110][cH:111][cH:112]2)([c:113]2[cH:114][cH:115][cH:116][cH:117][cH:118]2)[c:119]2[cH:120][cH:121][cH:122][cH:123][cH:124]2)([c:125]2[cH:126][cH:127][cH:128][cH:129][cH:130]2)[c:131]2[cH:132][cH:133][cH:134][cH:135][cH:136]2)[cH:137][cH:138]1>>[c:2]1(-[c:39]2[cH:38][n:37][n:36]([CH3:35])[cH:40]2)[cH:3][cH:4][c:5]2[n:6]([n:7]1)[c:8]([CH:11]([CH3:12])[O:13][c:14]1[c:15]3[c:16]([cH:17][n:18][c:19]1[NH2:20])[c:21](-[c:24]1[cH:25][n:26][n:27]([CH:29]4[CH2:30][CH2:31][NH:32][CH2:33][CH2:34]4)[cH:28]1)[cH:22][o:23]3)[n:9][n:10]2. Reactants: C(C)(=O)OC(C)=O (Acetic anhydride), N1(CCCCC1)[C@@H]1[C@@H]([C@]2(C)[C@@H](C1)[C@@H]1CC[C@H]3CC[C@H](C[C@]3(C)[C@H]1CC2)O)O (16β-(1-piperidinyl)-5α-androstane-2β,17β-diol). Run in N1=CC=CC=C1 (pyridine). Conditions: time 2 hour. Yields the product C(C)(=O)O[C@@H]1[C@]2(C)[C@@H](C[C@@H]1N1CCCCC1)[C@@H]1CC[C@H]3CC[C@H](C[C@]3(C)[C@H]1CC2)O (16β-(1-piperidinyl)-5α-androstane-2β,17β-diol 17-acetate). As a reaction SMILES: [C:1](OC(=O)C)(=[O:3])[CH3:2].[N:8]1([C@H:14]2[CH2:19][C@H:18]3[C@H:20]4[C@H:30]([CH2:31][CH2:32][C@:16]3([CH3:17])[C@H:15]2[OH:34])[C@:28]2([CH3:29])[C@H:23]([CH2:24][CH2:25][C@@H:26]([OH:33])[CH2:27]2)[CH2:22][CH2:21]4)[CH2:13][CH2:12][CH2:11][CH2:10][CH2:9]1>N1C=CC=CC=1>[C:1]([O:34][C@H:15]1[C@@H:14]([N:8]2[CH2:13][CH2:12][CH2:11][CH2:10][CH2:9]2)[CH2:19][C@H:18]2[C@H:20]3[C@H:30]([CH2:31][CH2:32][C@:16]12[CH3:17])[C@:28]1([CH3:29])[C@H:23]([CH2:24][CH2:25][C@@H:26]([OH:33])[CH2:27]1)[CH2:22][CH2:21]3)(=[O:3])[CH3:2]. Procedure: Acetic anhydride (5.25 ml) was added dropwise to a stirred solution of 16β-(1-piperidinyl)-5α-androstane-2β,17β-diol (14.0 g) in pyridine (280 ml) maintaining the temperature below 5° C. by means of an ice-bath. When the addition was complete, the cooling bath was removed. After 2 h, saturated sodium carbonate solution (approx. 120 ml) was added to give pH >7 and the precipitated product was extracted into dichloromethane (100 ml). The extract was washed with water (3×200 ml), dried (MgSO4) and ... The solvent is C(C)(=O)OCC (ethyl acetate), C(C)(=O)OCC (ethyl acetate). Yield: 71.6%. The reactants are C(#N)C1=CC=C(OCCN2C3CN(CC2CC3)C(=O)OC(C)(C)C)C=C1 (tert-Butyl 8-[2-(4-cyanophenoxy)ethyl]-3,8-diazabicyclo[3.2.1]octane-3-carboxylate), Cl (HCl). Run at temperature 0 celsius, time 15 hour. As a reaction SMILES: [C:1]([C:3]1[CH:26]=[CH:25][C:6]([O:7][CH2:8][CH2:9][N:10]2[CH:15]3[CH2:16][CH2:17][CH:11]2[CH2:12][N:13](C(OC(C)(C)C)=O)[CH2:14]3)=[CH:5][CH:4]=1)#[N:2].Cl>C(OCC)(=O)C>[CH:15]12[N:10]([CH2:9][CH2:8][O:7][C:6]3[CH:5]=[CH:4][C:3]([C:1]#[N:2])=[CH:26][CH:25]=3)[CH:11]([CH2:17][CH2:16]1)[CH2:12][NH:13][CH2:14]2. Yields the product C12CNCC(CC1)N2CCOC2=CC=C(C#N)C=C2 (4-[2-(3,8-Diazabicyclo[3.2.1]oct-8-yl)ethoxy]benzonitrile). Reported procedure: tert-Butyl 8-[2-(4-Cyanophenoxy)ethyl]-3,8-diazabicyclo[3.2.1]octane-3-carboxylate (1.35 g, 3.8 mmol; from step (b) above) was dissolved in ethyl acetate (30 mL). The solution was cooled to 0° C., ethyl acetate (30 mL) saturated with gaseous HCl was added, and the resulting mixture stirred at r.t for 15 h. The solvent was evaporated before CHCl3 was added. The mixture was extracted with K2CO3 solution, separated, dried and evaporated to give 0.7 g (73%) of the title compound. Reactants: C(C)OC(C(CC1=C(C=C(C=C1)OCCC=1N=C(OC1C)C(C)(C)C)C)OCC)=O ([rac]-3-{4-[2-(2-tert-butyl-5-methyl-oxazol-4-yl)-ethoxy]-2-methyl-phenyl}-2-ethoxy-propionic acid ethyl ester), [Li+].[OH-] (LiOH). Yields the product C(C)(C)(C)C=1OC(=C(N1)CCOC1=CC(=C(C=C1)CC(C(=O)O)OCC)C)C ([rac]-3-{4-[2-(2-tert-butyl-5-methyl-oxazol-4-yl)-ethoxy]-2-methyl-phenyl}-2-ethoxy-propionic acid). Reaction SMILES: C([O:3][C:4](=[O:30])[CH:5]([O:27][CH2:28][CH3:29])[CH2:6][C:7]1[CH:12]=[CH:11][C:10]([O:13][CH2:14][CH2:15][C:16]2[N:17]=[C:18]([C:22]([CH3:25])([CH3:24])[CH3:23])[O:19][C:20]=2[CH3:21])=[CH:9][C:8]=1[CH3:26])C.[Li+].[OH-]>>[C:22]([C:18]1[O:19][C:20]([CH3:21])=[C:16]([CH2:15][CH2:14][O:13][C:10]2[CH:11]=[CH:12][C:7]([CH2:6][CH:5]([O:27][CH2:28][CH3:29])[C:4]([OH:30])=[O:3])=[C:8]([CH3:26])[CH:9]=2)[N:17]=1)([CH3:24])([CH3:25])[CH3:23] |f:1.2|. Reported procedure: In analogy to the procedure described in example 46 d], [rac]-3-{4-[2-(2-tert-butyl-5-methyl-oxazol-4-yl)-ethoxy]-2-methyl-phenyl}-2-ethoxy-propionic acid ethyl ester was treated with LiOH to obtain [rac]-3-{4-[2-(2-tert-butyl-5-methyl-oxazol-4-yl)-ethoxy]-2-methyl-phenyl}-2-ethoxy-propionic acid as colorless liquid. The reactants are [Si](C)(C)(C)I (TMSI), COC1=NC=CC=C1C=1C=NC=C(C1)C(=O)NC1=CC=C(C=C1)OC(F)(F)F (2′-Methoxy-N-(4-(trifluoromethoxy)phenyl)-[3,3′-bipyridine]-5-carboxamide), CO (MeOH). Solvent: C(Cl)(Cl)Cl (CHCl3). Conditions: temperature 60 celsius, time 8 hour. Yields the product OC1=NC=CC=C1C=1C=NC=C(C1)C(=O)NC1=CC=C(C=C1)OC(F)(F)F (2′-Hydroxy-N-(4-(trifluoromethoxy)phenyl)-[3,3′-bipyridine]-5-carboxamide). As a reaction SMILES: [Si](I)(C)(C)C.C[O:7][C:8]1[C:13]([C:14]2[CH:15]=[N:16][CH:17]=[C:18]([C:20]([NH:22][C:23]3[CH:28]=[CH:27][C:26]([O:29][C:30]([F:33])([F:32])[F:31])=[CH:25][CH:24]=3)=[O:21])[CH:19]=2)=[CH:12][CH:11]=[CH:10][N:9]=1.CO>C(Cl)(Cl)Cl>[OH:7][C:8]1[C:13]([C:14]2[CH:15]=[N:16][CH:17]=[C:18]([C:20]([NH:22][C:23]3[CH:24]=[CH:25][C:26]([O:29][C:30]([F:33])([F:31])[F:32])=[CH:27][CH:28]=3)=[O:21])[CH:19]=2)=[CH:12][CH:11]=[CH:10][N:9]=1. Procedure: TMSI (100 μL, 0.734 mmol) was added to a solution of 2′-methoxy-N-(4-(trifluoromethoxy)phenyl)-[3,3′-bipyridine]-5-carboxamide (Example 62, 79 mg, 0.203 mmol) in CHCl3 (4 mL) and the RM was stirred at 60° C. overnight. The RM was cooled to RT, poured into MeOH and the solvent was evaporated off under reduced pressure. The residue was treated with aq. 5% NH3 and extracted with EtOAc. The combined extracts were washed with brine, dried over Na2SO4 and the solvent was evaporated off under reduced p... The reactants are CCCC(Br)CCC, Cc1ccc(-c2cccc3c2OC(C)C(=O)N3)c(C)c1, CN(C)C=O, [H-], [Na+], O. Product: CCCC(CCC)N1C(=O)C(C)Oc2c(-c3ccc(C)cc3C)cccc21. Reaction SMILES: [Br:23][CH:24]([CH2:25][CH2:26][CH3:27])[CH2:28][CH2:29][CH3:30].[CH3:1][c:2]1[c:3](-[c:9]2[cH:10][cH:11][cH:12][c:13]3[c:18]2[O:17][CH:16]([CH3:19])[C:15](=[O:20])[NH:14]3)[cH:4][cH:5][c:6]([CH3:8])[cH:7]1.[CH3:31][N:32]([CH3:33])[CH:34]=[O:35].[H-:21].[Na+:22].[OH2:36]>>[CH3:1][c:2]1[c:3](-[c:9]2[cH:10][cH:11][cH:12][c:13]3[c:18]2[O:17][CH:16]([CH3:19])[C:15](=[O:20])[N:14]3[CH:24]([CH2:25][CH2:26][CH3:27])[CH2:28][CH2:29][CH3:30])[cH:4][cH:5][c:6]([CH3:8])[cH:7]1. Reactants: BrC1=CC(=C(C(=C1)OC)C=1C(C(CC1OC)CC#C)=O)Cl (2-(4-bromo-2-chloro-6-methoxy-phenyl)-3-methoxy-5-prop-2-ynyl-cyclopent-2-en-1-one), C(C#CC)(=O)O (but-2-ynoic acid), C1(=CC=CC=C1)P(CCCCP(C1=CC=CC=C1)C1=CC=CC=C1)C1=CC=CC=C1 (1,4-bis-(diphenylphosphino)butane), [F-].C(CCC)[N+](CCCC)(CCCC)CCCC (tetrabutylammonium fluoride), O1CCCC1 (tetrahydrofuran). Reagents/catalysts: Cl[Pd]([P](C1=CC=CC=C1)(C2=CC=CC=C2)C3=CC=CC=C3)([P](C4=CC=CC=C4)(C5=CC=CC=C5)C6=CC=CC=C6)Cl (dichlorobis(triphenylphosphine)palladium(II)). Solvent: O (water), CS(=O)C (dimethyl sulfoxide), ClCCl (dichloromethane), CCOC(=O)C (EtOAc). Conditions: temperature 110 celsius. Product: ClC1=C(C(=CC(=C1)C#CC)OC)C=1C(C(CC1OC)CC#C)=O (2-(2-chloro-6-methoxy-4-prop-1-ynyl-phenyl)-3-methoxy-5-prop-2-ynyl-cyclopent-2-en-1-one). Yield: 32.1%. RXN SMILES: Br[C:2]1[CH:7]=[C:6]([O:8][CH3:9])[C:5]([C:10]2[C:11](=[O:20])[CH:12]([CH2:17][C:18]#[CH:19])[CH2:13][C:14]=2[O:15][CH3:16])=[C:4]([Cl:21])[CH:3]=1.[C:22](O)(=O)[C:23]#[C:24]C.C1(P(C2C=CC=CC=2)CCCCP(C2C=CC=CC=2)C2C=CC=CC=2)C=CC=CC=1.[F-].C([N+](CCCC)(CCCC)CCCC)CCC.O1CCCC1>CCOC(C)=O.ClCCl.Cl[Pd](Cl)([P](C1C=CC=CC=1)(C1C=CC=CC=1)C1C=CC=CC=1)[P](C1C=CC=CC=1)(C1C=CC=CC=1)C1C=CC=CC=1.O.CS(C)=O>[Cl:21][C:4]1[CH:3]=[C:2]([C:22]#[C:23][CH3:24])[CH:7]=[C:6]([O:8][CH3:9])[C:5]=1[C:10]1[C:11](=[O:20])[CH:12]([CH2:17][C:18]#[CH:19])[CH2:13][C:14]=1[O:15][CH3:16] |f:3.4,^1:92,111|. Reported procedure: A microwave vial was charged with 2-(4-bromo-2-chloro-6-methoxy-phenyl)-3-methoxy-5-prop-2-ynyl-cyclopent-2-en-1-one (0.147 g, 0.398 mmol), but-2-ynoic acid (0.0368 g, 0.437 mmol), dichlorobis(triphenylphosphine)palladium(II) (0.0141 g, 0.0199 mmol) and 1,4-bis-(diphenylphosphino)butane (0.0170 g, 0.0398 mmol) was sealed and dimethyl sulfoxide (2 mL) was added via syringe followed by tetrabutylammonium fluoride (1 mol/L) in tetrahydrofuran (0.795 mL, 0.795 mmol) and then the solution was heated ... RXN SMILES: [CH3:1][CH:2]([CH2:10][CH3:11])[CH2:3][C:4]1[CH:9]=[CH:8][CH:7]=[CH:6][CH:5]=1.[N+:12]([O-])([OH:14])=[O:13]>C(O)(=O)C>[CH3:1][CH:2]([CH2:10][CH3:11])[CH2:3][C:4]1[CH:9]=[CH:8][C:7]([N+:12]([O-:14])=[O:13])=[CH:6][CH:5]=1. Reactants: CC(CC1=CC=CC=C1)CC ((+)-2-Methylbutylbenzene), [N+](=O)(O)[O-] (nitric acid), ice water. Procedure details: (+)-2-Methylbutylbenzene, prepared according to the procedure of Example 2, (0.75 mol, 111.0 gm) was added to 200 ml glacial acetic acid. This solution was added dropwise to a mixture of 420 ml 90% fuming nitric acid and 180 ml glacial acetic acid, which had been cooled at -20° C. Maintaining that temperature, the mixture was stirred for one hour and then poured into 2.5 l of ice water. The reaction products were extracted with 2-500 ml portions of petroleum ether (30°-60° C.) and the combined e... Isolated yield 38.0%. Conditions: temperature -20 celsius, time 1 hour. The product is CC(CC1=CC=C(C=C1)[N+](=O)[O-])CC ((+)-4-(2-methylbutyl)-nitrobenzene). Run in C(C)(=O)O (acetic acid), C(C)(=O)O (acetic acid).